Dataset: the Open Reaction Database (ORD), a public repository of structured organic reaction records. Task: describe an organic reaction: reactants, conditions, products, and yield Starting materials: C(C1=CC=CC=C1)OC1=CC=C(C=C1)C1=CC(=NN1C1CCCCC1)/C=C/C(=O)OC (Methyl (2E)-3-{5-[4-(benzyloxy)phenyl]-1-cyclohexyl-1H-pyrazol -3-yl}-2-propenoate). The reagents and catalysts are [Pd] (Pd-C). Solvent: C1=CC=CC=C1 (benzene). Conditions: time 1.5 hour. Yields the product C(C1=CC=CC=C1)OC1=CC=C(C=C1)C1=CC(=NN1C1CCCCC1)CCC(=O)OC (Methyl 3-{5-[4-(benzyloxy)phenyl]-1-cyclohexyl-1H-pyrazol-3-yl}propanoate). The yield is 99.4%. RXN SMILES: [CH2:1]([O:8][C:9]1[CH:14]=[CH:13][C:12]([C:15]2[N:19]([CH:20]3[CH2:25][CH2:24][CH2:23][CH2:22][CH2:21]3)[N:18]=[C:17](/[CH:26]=[CH:27]/[C:28]([O:30][CH3:31])=[O:29])[CH:16]=2)=[CH:11][CH:10]=1)[C:2]1[CH:7]=[CH:6][CH:5]=[CH:4][CH:3]=1>C1C=CC=CC=1.[Pd]>[CH2:1]([O:8][C:9]1[CH:10]=[CH:11][C:12]([C:15]2[N:19]([CH:20]3[CH2:25][CH2:24][CH2:23][CH2:22][CH2:21]3)[N:18]=[C:17]([CH2:26][CH2:27][C:28]([O:30][CH3:31])=[O:29])[CH:16]=2)=[CH:13][CH:14]=1)[C:2]1[CH:3]=[CH:4][CH:5]=[CH:6][CH:7]=1. Procedure: To a solution of methyl ester 2.3 (52 mg, 0.125 mmol) in benzene (5 ml), was added 10 mg of 10% Pd-C. The atmosphere was evacuated and flushed with H2 gas (3×), and the solution stirred for 1.5 h. The mixture was filtered and concentrated to give 52 mg (100%) of 6.1. MS (ESI) 419.4 (M+H+).